Task: describe an organic reaction: reactants, conditions, products, and yield. Dataset: the Open Reaction Database (ORD), a public repository of structured organic reaction records Reactants: CC1(OB(OC1(C)C)C=1C=NNC1)C (4-(4,4,5,5-tetramethyl-[1,3,2]dioxaborolan-2-yl)-1H-pyrazole), CS(=O)(=O)OC(C)C1CN(C(C1)=O)CC1=C(C=C(C=C1)OC)OC (1-[1-(2,4-dimethoxybenzyl)-5-oxopyrrolidin-3-yl]ethyl methanesulfonate), [Na+].[I-] (NaI), C(=O)([O-])[O-].[K+].[K+] (K2CO3). The solvent is CN(C)C=O (DMF), O (water). Run at temperature 80 celsius, time 8 hour. Yields the product COC1=C(CN2C(CC(C2)C(C)N2N=CC(=C2)B2OC(C(O2)(C)C)(C)C)=O)C=CC(=C1)OC (racemic 1-(2,4-dimethoxybenzyl)-4-{1-[4-(4,4,5,5-tetramethyl-1,3,2-dioxaborolan-2-yl)-1H-pyrazol-1-yl]ethyl}pyrrolidin-2-one). As a reaction SMILES: [CH3:1][C:2]1([CH3:14])[C:6]([CH3:8])([CH3:7])[O:5][B:4]([C:9]2[CH:10]=[N:11][NH:12][CH:13]=2)[O:3]1.CS(O[CH:20]([CH:22]1[CH2:26][C:25](=[O:27])[N:24]([CH2:28][C:29]2[CH:34]=[CH:33][C:32]([O:35][CH3:36])=[CH:31][C:30]=2[O:37][CH3:38])[CH2:23]1)[CH3:21])(=O)=O.[Na+].[I-].C([O-])([O-])=O.[K+].[K+]>CN(C=O)C.O>[CH3:38][O:37][C:30]1[CH:31]=[C:32]([O:35][CH3:36])[CH:33]=[CH:34][C:29]=1[CH2:28][N:24]1[CH2:23][CH:22]([CH:20]([N:12]2[CH:13]=[C:9]([B:4]3[O:5][C:6]([CH3:7])([CH3:8])[C:2]([CH3:14])([CH3:1])[O:3]3)[CH:10]=[N:11]2)[CH3:21])[CH2:26][C:25]1=[O:27] |f:2.3,4.5.6|. Procedure: The mixture of 4-(4,4,5,5-tetramethyl-[1,3,2]dioxaborolan-2-yl)-1H-pyrazole (1.0 g, 5.0 mmol), 1-[1-(2,4-dimethoxybenzyl)-5-oxopyrrolidin-3-yl]ethyl methanesulfonate (1.5 g, 4.2 mmol), NaI (64.0 mg, 0.04 mmol) and K2CO3 (1.2 g, 8.4 mmol) in DMF (15 mL) was stirred at 80° C. for 8 hours. The mixture was then diluted with water and extracted with EtOAc. The EtOAc layer was dried over sodium sulfate and concentrated under reduced pressure to afford racemic 1-(2,4-dimethoxybenzyl)-4-{1-[4-(4,4,5,5-t... The reactants are CC(C)(C)NO, CCOC(C)=O, O=Cc1c(O)cc(O)cc1O, Cc1ccc(S(=O)(=O)O)cc1, c1ccccc1. Product: CC(C)(C)[N+]([O-])=Cc1c(O)cc(O)cc1O. As a reaction SMILES: [C:12]([CH3:13])([CH3:14])([CH3:15])[NH:16][OH:17].[CH3:35][CH2:36][O:37][C:38](=[O:39])[CH3:40].[OH:1][c:2]1[c:3]([CH:4]=[O:5])[c:6]([OH:11])[cH:7][c:8]([OH:10])[cH:9]1.[c:18]1([CH3:19])[cH:20][cH:21][c:22]([S:23]([OH:24])(=[O:25])=[O:26])[cH:27][cH:28]1.[cH:29]1[cH:30][cH:31][cH:32][cH:33][cH:34]1>>[OH:1][c:2]1[c:3]([CH:4]=[N+:16]([C:12]([CH3:13])([CH3:14])[CH3:15])[O-:17])[c:6]([OH:11])[cH:7][c:8]([OH:10])[cH:9]1.